The task is: describe an organic reaction: reactants, conditions, products, and yield. This data is from the Open Reaction Database (ORD), a public repository of structured organic reaction records. The reactants are CCC#CCC(C)(C)C=O, CS(=O)(=O)N1CCN(c2ccc(F)cc2)CC1. Yields the product CCC#CCC(C)(C)C=CS(=O)(=O)N1CCN(c2ccc(F)cc2)CC1. Reaction SMILES: [CH3:18][C:19]([CH:20]=[O:21])([CH2:22][C:23]#[C:24][CH2:25][CH3:26])[CH3:27].[F:1][c:2]1[cH:3][cH:4][c:5]([N:8]2[CH2:9][CH2:10][N:11]([S:14](=[O:15])(=[O:16])[CH3:17])[CH2:12][CH2:13]2)[cH:6][cH:7]1>>[F:1][c:2]1[cH:3][cH:4][c:5]([N:8]2[CH2:9][CH2:10][N:11]([S:14](=[O:15])(=[O:16])[CH:17]=[CH:20][C:19]([CH3:18])([CH2:22][C:23]#[C:24][CH2:25][CH3:26])[CH3:27])[CH2:12][CH2:13]2)[cH:6][cH:7]1.